Dataset: the Open Reaction Database (ORD), a public repository of structured organic reaction records. Task: describe an organic reaction: reactants, conditions, products, and yield The product is COC(=O)C(Cc1ccc(OCCn2c(=O)oc3cc(C(O)c4ccccc4)ccc32)cc1)C(=O)OC. Reactants: [BH4-], COC(=O)C(Cc1ccc(OCCn2c(=O)oc3cc(C(=O)c4ccccc4)ccc32)cc1)C(=O)OC, CO, [Na+]. As a reaction SMILES: [BH4-:38].[C:1]([c:2]1[cH:3][cH:4][cH:5][cH:6][cH:7]1)(=[O:8])[c:9]1[cH:10][c:11]2[c:12]([n:13]([CH2:17][CH2:18][O:19][c:20]3[cH:21][cH:22][c:23]([CH2:24][CH:25]([C:26](=[O:27])[O:28][CH3:29])[C:30](=[O:31])[O:32][CH3:33])[cH:34][cH:35]3)[c:14](=[O:16])[o:15]2)[cH:36][cH:37]1.[CH3:40][OH:41].[Na+:39]>>[CH:1]([c:2]1[cH:3][cH:4][cH:5][cH:6][cH:7]1)([OH:8])[c:9]1[cH:10][c:11]2[c:12]([n:13]([CH2:17][CH2:18][O:19][c:20]3[cH:21][cH:22][c:23]([CH2:24][CH:25]([C:26](=[O:27])[O:28][CH3:29])[C:30](=[O:31])[O:32][CH3:33])[cH:34][cH:35]3)[c:14](=[O:16])[o:15]2)[cH:36][cH:37]1. The reactants are [N+](=O)(O)[O-] (nitric acid), COC1=C(C(=O)O)C=CC(=C1)C (2-methoxy-4-methylbenzoic acid), ice water. Solvent: S(O)(O)(=O)=O (sulfuric acid). Run at temperature 0 celsius. The product is COC1=C(C(=O)O)C=C(C(=C1)C)[N+](=O)[O-] (2-methoxy-4-methyl-5-nitrobenzoic acid). Reaction SMILES: [CH3:1][O:2][C:3]1[CH:11]=[C:10]([CH3:12])[CH:9]=[CH:8][C:4]=1[C:5]([OH:7])=[O:6].[N+:13]([O-])([OH:15])=[O:14]>S(=O)(=O)(O)O>[CH3:1][O:2][C:3]1[CH:11]=[C:10]([CH3:12])[C:9]([N+:13]([O-:15])=[O:14])=[CH:8][C:4]=1[C:5]([OH:7])=[O:6]. Procedure: A 2.00 g portion of 2-methoxy-4-methylbenzoic acid was dissolved in 10 ml of sulfuric acid. With stirring at 0° C., 0.88 ml of concentrated nitric acid was added thereto dropwise. After 4 hours of stirring at room temperature, and ice water was added. The thus formed crystals were collected by filtration, dried under a reduced pressure and then purified by column chromatography (chloroform:methanol=30:1) to give 1.32 g of 2-methoxy-4-methyl-5-nitrobenzoic acid as yellow crystals. Starting materials: C1CN[C@@H]2CC3=CNC4=CC=CC([C@H]2C1)=C34 (ergoline), S(=O)(=O)(Cl)Cl (sulfuryl chloride), C(C)#N (acetonitrile), B(F)(F)F.CCOCC (boron trifluoride etherate), C1CN[C@@H]2CC3=CNC4=CC=CC([C@H]2C1)=C34 (ergoline). Run in [N+](=O)([O-])C (nitromethane), C(Cl)Cl (methylene dichloride), C(Cl)Cl (methylene dichloride). Product: ClC1=C2C[C@H]3NCCC[C@@H]3C=3C=CC=C(N1)C32 (2-chloroergoline). Reaction SMILES: [CH2:1]1[CH2:15][C@H:14]2[C@@H:4]([CH2:5][C:6]3[C:16]4[C:9](=[CH:10][CH:11]=[CH:12][C:13]2=4)[NH:8][CH:7]=3)[NH:3][CH2:2]1.C(#N)C.B(F)(F)F.CCOCC.S(Cl)([Cl:32])(=O)=O>C(Cl)Cl.[N+](C)([O-])=O>[Cl:32][C:7]1[NH:8][C:9]2[C:16]3[C:6]=1[CH2:5][C@@H:4]1[C@@H:14]([C:13]=3[CH:12]=[CH:11][CH:10]=2)[CH2:15][CH2:1][CH2:2][NH:3]1 |f:2.3|. Procedure: The above chlorination step is carried out by suspending or dissolving an ergoline according to Formula I wherein X is H in an inert solvent, as for example acetonitrile, nitromethane, methylene dichloride, etc. Ordinarily the suspension or solution is cooled to a temperature in the range -10° to 10° C. An excess (2--3 fold) of boron trifluoride etherate is then added, upon which addition the suspended ergoline, if not already in solution, dissolves. An excess (10 percent usually) of sulfuryl ch... Starting materials: NCC(=O)OCC (ethyl glycinate), NC1=C(C=C(C=C1C)N1N=CN=C1)C=O (1-(4-amino-3-formyl-5-methylphenyl)-1,2,4-triazole). Solvent: C(Cl)(Cl)Cl (chloroform). Conditions: time 16 hour. The product is NC1=C(CNCC(=O)OCC)C=C(C=C1C)N1N=CN=C1 (Ethyl N-(2-amino-3-methyl-5-[1,2,4-triazol-1-yl]benzyl)glycinate). Isolated yield 51.7%. As a reaction SMILES: [NH2:1][CH2:2][C:3]([O:5][CH2:6][CH3:7])=[O:4].[NH2:8][C:9]1[C:14]([CH3:15])=[CH:13][C:12]([N:16]2[CH:20]=[N:19][CH:18]=[N:17]2)=[CH:11][C:10]=1[CH:21]=O>C(Cl)(Cl)Cl>[NH2:8][C:9]1[C:10]([CH3:21])=[CH:11][C:12]([N:16]2[CH:20]=[N:19][CH:18]=[N:17]2)=[CH:13][C:14]=1[CH2:15][NH:1][CH2:2][C:3]([O:5][CH2:6][CH3:7])=[O:4]. Procedure: A mixture of ethyl glycinate (0.38 g), 1-(4-amino-3-formyl-5-methylphenyl)-1,2,4-triazole (0.5 g) and 3Å molecular sieves (1.0 g; "Fluka" [Trade Mark] article No. 69828) was stirred and heated under reflux in chloroform (10 cm3) for 4 hours. The cooled mixture was filtered, evaporated in vacuo, and the residue taken into ethanol (30 cm3). The solution was then hydrogenated at 60 p.s.i. (4.13×105Pa) pressure and room temperature (20°) over 10% palladised charcoal (0.2 g) for 16 hours. The catalys... Starting materials: BrCC(=O)C1=C(C=C(C(=C1)S(N)(=O)=O)Cl)Cl (2-bromo-2',4'-dichloro-5'-sulfamoylacetophenone), CNC(=S)NCC(C)OC (1-methyl-3-(2-methoxypropyl)-thiourea). Product: Br.ClC1=C(C=C(C(=C1)Cl)S(N)(=O)=O)C1(N(C(SC1)=NCC(C)OC)C)O (4-(2,4-dichloro-5-sulfamoylphenyl)-3-methyl-2-(2-methoxypropylimino)-1,3-thiazolidine-4-ol-hydrobromide). RXN SMILES: [Br:1][CH2:2][C:3]([C:5]1[CH:10]=[C:9]([S:11](=[O:14])(=[O:13])[NH2:12])[C:8]([Cl:15])=[CH:7][C:6]=1[Cl:16])=[O:4].[CH3:17][NH:18][C:19]([NH:21][CH2:22][CH:23]([O:25][CH3:26])[CH3:24])=[S:20]>>[BrH:1].[Cl:16][C:6]1[CH:7]=[C:8]([Cl:15])[C:9]([S:11](=[O:14])(=[O:13])[NH2:12])=[CH:10][C:5]=1[C:3]1([OH:4])[CH2:2][S:20][C:19](=[N:21][CH2:22][CH:23]([O:25][CH3:26])[CH3:24])[N:18]1[CH3:17] |f:2.3|. Procedure: was obtained in a manner analogous to the method described in Example 10 from 3.5 g of 2-bromo-2',4'-dichloro-5'-sulfamoylacetophenone and 1.6 g of 1-methyl-3-(2-methoxypropyl)-thiourea. M.p. 196° C (decomposition). The reactants are CC(C)(C)c1ccc(B(O)O)cc1, CCOC(=O)c1ccc2c(c1)CC(C)(C)C(c1cncc(Br)c1)N2, [Na+], [Na+], O=C([O-])[O-], C1COCCO1, O, c1ccc(P(c2ccccc2)(c2ccccc2)[Pd](P(c2ccccc2)(c2ccccc2)c2ccccc2)(P(c2ccccc2)(c2ccccc2)c2ccccc2)P(c2ccccc2)(c2ccccc2)c2ccccc2)cc1. Yields the product CCOC(=O)c1ccc2c(c1)CC(C)(C)C(c1cncc(-c3ccc(C(C)(C)C)cc3)c1)N2. RXN SMILES: [C:25]([CH3:26])([CH3:27])([CH3:28])[c:29]1[cH:30][cH:31][c:32]([B:35]([OH:36])[OH:37])[cH:33][cH:34]1.[CH2:1]([CH3:2])[O:3][C:4](=[O:5])[c:6]1[cH:7][c:8]2[c:13]([cH:14][cH:15]1)[NH:12][CH:11]([c:16]1[cH:17][n:18][cH:19][c:20]([Br:22])[cH:21]1)[C:10]([CH3:23])([CH3:24])[CH2:9]2.[Na+:38].[Na+:39].[O-:40][C:41](=[O:42])[O-:43].[O:44]1[CH2:45][CH2:46][O:47][CH2:48][CH2:49]1.[OH2:50].[cH:51]1[cH:52][cH:53][c:54]([P:55]([Pd:56]([P:57]([c:58]2[cH:59][cH:60][cH:61][cH:62][cH:63]2)([c:64]2[cH:65][cH:66][cH:67][cH:68][cH:69]2)[c:70]2[cH:71][cH:72][cH:73][cH:74][cH:75]2)([P:76]([c:77]2[cH:78][cH:79][cH:80][cH:81][cH:82]2)([c:83]2[cH:84][cH:85][cH:86][cH:87][cH:88]2)[c:89]2[cH:90][cH:91][cH:92][cH:93][cH:94]2)[P:95]([c:96]2[cH:97][cH:98][cH:99][cH:100][cH:101]2)([c:102]2[cH:103][cH:104][cH:105][cH:106][cH:107]2)[c:108]2[cH:109][cH:110][cH:111][cH:112][cH:113]2)([c:114]2[cH:115][cH:116][cH:117][cH:118][cH:119]2)[c:120]2[cH:121][cH:122][cH:123][cH:124][cH:125]2)[cH:126][cH:127]1>>[CH2:1]([CH3:2])[O:3][C:4](=[O:5])[c:6]1[cH:7][c:8]2[c:13]([cH:14][cH:15]1)[NH:12][CH:11]([c:16]1[cH:17][n:18][cH:19][c:20](-[c:32]3[cH:31][cH:30][c:29]([C:25]([CH3:26])([CH3:27])[CH3:28])[cH:34][cH:33]3)[cH:21]1)[C:10]([CH3:23])([CH3:24])[CH2:9]2. The reactants are N1=C(C=CC=C1)C=N[C@H]1[C@@H](CCCC1)N=CC1=NC=CC=C1 (trans-N,N′-bispyridin-2-ylmethylenecyclohexane-1,2-diamine), [Ni](Br)Br (nickel(II) bromide). The solvent is C1CCOC1 (THF). Conditions: time 0.2 hour. Product: [Ni](Br)Br.N1=C(C=CC=C1)C=N[C@H]1[C@@H](CCCC1)N=CC1=NC=CC=C1 ((trans-N,N′-Bispyridin-2-ylmethylenecyclohexane-1 , 2-diamine)-nickel(II) bromide). RXN SMILES: [N:1]1[CH:6]=[CH:5][CH:4]=[CH:3][C:2]=1[CH:7]=[N:8][C@@H:9]1[CH2:14][CH2:13][CH2:12][CH2:11][C@H:10]1[N:15]=[CH:16][C:17]1[CH:22]=[CH:21][CH:20]=[CH:19][N:18]=1.[Ni:23]([Br:25])[Br:24]>C1COCC1>[Ni:23]([Br:25])[Br:24].[N:1]1[CH:6]=[CH:5][CH:4]=[CH:3][C:2]=1[CH:7]=[N:8][C@@H:9]1[CH2:14][CH2:13][CH2:12][CH2:11][C@H:10]1[N:15]=[CH:16][C:17]1[CH:22]=[CH:21][CH:20]=[CH:19][N:18]=1 |f:3.4|. Reported procedure: In a baked Schlenk tube, 1.0 g (3.4 mmol) of trans-N,N′-bispyridin-2-ylmethylenecyclohexane-1,2-diamine are dissolved in 40 ml of THF and admixed with 1.04 g (3.4 mmol) of nickel(II) bromide*DME. After 0.2 h, the solution becomes dark. After stirring at room temperature for another 2 hours, the solvent is removed under reduced pressure and the residue is stirred with 10 ml of heptane. Filtration through a G3 frit gives the product as a dark blue solid in a yield of 1.32 g (2.58 mmol, 76%). The reactants are N#Cc1cccc(CBr)c1, C1CCOC1, CCCC[N+](CCCC)(CCCC)CCCC, [H-], [I-], [Na+], OC1CC2CN(c3ncc(F)cn3)CCN2C1. Yields the product N#Cc1cccc(COC2CC3CN(c4ncc(F)cn4)CCN3C2)c1. Reaction SMILES: [C:20](#[N:21])[c:22]1[cH:23][c:24]([CH2:25][Br:26])[cH:27][cH:28][cH:29]1.[CH2:30]1[O:31][CH2:32][CH2:33][CH2:34]1.[CH2:36]([N+:37]([CH2:38][CH2:39][CH2:40][CH3:41])([CH2:42][CH2:43][CH2:44][CH3:45])[CH2:46][CH2:47][CH2:48][CH3:49])[CH2:50][CH2:51][CH3:52].[H-:18].[I-:35].[Na+:19].[OH:1][CH:2]1[CH2:3][CH:4]2[N:5]([CH2:6][CH2:7][N:8]([c:10]3[n:11][cH:12][c:13]([F:16])[cH:14][n:15]3)[CH2:9]2)[CH2:17]1>>[O:1]([CH:2]1[CH2:3][CH:4]2[N:5]([CH2:6][CH2:7][N:8]([c:10]3[n:11][cH:12][c:13]([F:16])[cH:14][n:15]3)[CH2:9]2)[CH2:17]1)[CH2:25][c:24]1[cH:23][c:22]([C:20]#[N:21])[cH:29][cH:28][cH:27]1.